From a dataset of the Open Reaction Database (ORD), a public repository of structured organic reaction records. describe an organic reaction: reactants, conditions, products, and yield Reactants: Cl.NN (hydrazine hydrochloride), FC1=CC=C(C(=O)C=CC(=O)O)C=C1 (3-(4'-Fluorobenzoyl)-acrylic acid), Cl (hydrochloric acid), Cl (hydrochloric acid). The solvent is N (ammonia). Yields the product FC1=CC=C(C=C1)C1=NNC(C=C1)=O (3-(4'-Fluorophenyl)-6-pyridazinone). The yield is 93.7%. As a reaction SMILES: [F:1][C:2]1[CH:14]=[CH:13][C:5]([C:6]([CH:8]=[CH:9][C:10](O)=[O:11])=O)=[CH:4][CH:3]=1.Cl.Cl.[NH2:17][NH2:18]>N>[F:1][C:2]1[CH:14]=[CH:13][C:5]([C:6]2[CH:8]=[CH:9][C:10](=[O:11])[NH:18][N:17]=2)=[CH:4][CH:3]=1 |f:2.3|. Procedure details: 3-(4'-Fluorobenzoyl)-acrylic acid (9.7 g, 0.04996 mol) was dissolved in 50 ml of concentrated aqueous ammonia solution, and the solution was allowed to stand for a few days, without a cover. The solution was first rendered neutral by adding hydrochloric acid (concentrated, 30 ml), a further 20 ml of concentrated hydrochloric acid were then added, followed by hydrazine hydrochloride (4.1 g, 0.06 mol), after which the mixture was refluxed for 8 hours. After cooling, the solid product which had pre...